Dataset: the Open Reaction Database (ORD), a public repository of structured organic reaction records. Task: describe an organic reaction: reactants, conditions, products, and yield Reactants: CC(=O)c1cn(C2CC(O)C(CO)O2)c(=O)[nH]c1=O, BrC(Br)(Br)Br, CN(C)C=O, [N-]=[N+]=[N-], [Na+], c1ccc(P(c2ccccc2)c2ccccc2)cc1. The product is CC(=O)c1cn(C2CC(O)C(CN=[N+]=[N-])O2)c(=O)[nH]c1=O. As a reaction SMILES: [C:1]([CH3:2])(=[O:3])[c:4]1[c:5](=[O:19])[nH:6][c:7](=[O:18])[n:8]([CH:9]2[CH2:10][CH:11]([OH:12])[CH:13]([CH2:14][OH:15])[O:16]2)[cH:17]1.[C:43]([Br:44])([Br:45])([Br:46])[Br:47].[CH3:48][N:49]([CH3:50])[CH:51]=[O:52].[N-:40]=[N+:41]=[N-:42].[Na+:39].[c:20]1([P:21]([c:22]2[cH:23][cH:24][cH:25][cH:26][cH:27]2)[c:28]2[cH:29][cH:30][cH:31][cH:32][cH:33]2)[cH:34][cH:35][cH:36][cH:37][cH:38]1>>[C:1]([CH3:2])(=[O:3])[c:4]1[c:5](=[O:19])[nH:6][c:7](=[O:18])[n:8]([CH:9]2[CH2:10][CH:11]([OH:12])[CH:13]([CH2:14][N:40]=[N+:41]=[N-:42])[O:16]2)[cH:17]1.